This data is from the Open Reaction Database (ORD), a public repository of structured organic reaction records. The task is: describe an organic reaction: reactants, conditions, products, and yield The product is C(=C)C12CCCCCCCCCCC2O1 (1-vinyl-13-oxabicyclo[10.1.0]tridecane). Reported procedure: A four-neck flask equipped with a thermometer, stirrer and condenser tube was charged with a tetrahydrofuran solution of vinylmagnesium (24 mmol), and to the solution, toluene (16 ml) was added. At 0° C., a toluene solution of 2-chlorocyclododecanone (2.93 g, 13.5 mol) was added dropwise for reaction for 1 hour. After completion of reaction, 16% hydrochloric acid (5 g) was for hydrolysis, and the solution was separated to take out the organic layer. The organic layer was washed with 2% sodium hy... Starting materials: C(=C)[Mg] (vinylmagnesium), [OH-].[Na+] (sodium hydroxide), Cl (hydrochloric acid), ClC1C(CCCCCCCCCC1)=O (2-chlorocyclododecanone). The yield is 47.9%. The solvent is O1CCCC1 (tetrahydrofuran), C1(=CC=CC=C1)C (toluene), C1(=CC=CC=C1)C (toluene). RXN SMILES: [CH:1]([Mg])=[CH2:2].Cl[CH:5]1[CH2:16][CH2:15][CH2:14][CH2:13][CH2:12][CH2:11][CH2:10][CH2:9][CH2:8][CH2:7][C:6]1=[O:17].Cl.[OH-].[Na+]>[Cl-].C([N+](CCCC)(CCCC)CCCC)CCC.C1(C)C=CC=CC=1.O1CCCC1>[CH:1]([C:7]12[O:17][CH:6]1[CH2:5][CH2:16][CH2:15][CH2:14][CH2:13][CH2:12][CH2:11][CH2:10][CH2:9][CH2:8]2)=[CH2:2] |f:3.4,5.6|. The reagents and catalysts are [Cl-].C(CCC)[N+](CCCC)(CCCC)CCCC (tetrabutylammonium chloride). Run at temperature 95 celsius, time 2 hour. Reactants: NC1=C(C(=O)NCC(=O)NCC2CCN(CC2)C(=O)OC(C)(C)C)C=C(C=C1)Cl (4-[{(N-(2-amino-5-chlorobenzoyl)glycyl)amino}methyl]-1-(tert-butoxycarbonyl)piperidine), Cl (HCl). Run in CO (methanol), O1CCOCC1 (dioxane). Reaction conditions: time 6 hour. Yields the product NC1=C(C(=O)NCC(=O)NCC2CCNCC2)C=C(C=C1)Cl (4-[{(N-(2-amino-5-chlorobenzoyl)glycyl)amino}methyl]piperidine). Isolated yield 95.4%. RXN SMILES: [NH2:1][C:2]1[CH:28]=[CH:27][C:26]([Cl:29])=[CH:25][C:3]=1[C:4]([NH:6][CH2:7][C:8]([NH:10][CH2:11][CH:12]1[CH2:17][CH2:16][N:15](C(OC(C)(C)C)=O)[CH2:14][CH2:13]1)=[O:9])=[O:5].Cl>CO.O1CCOCC1>[NH2:1][C:2]1[CH:28]=[CH:27][C:26]([Cl:29])=[CH:25][C:3]=1[C:4]([NH:6][CH2:7][C:8]([NH:10][CH2:11][CH:12]1[CH2:13][CH2:14][NH:15][CH2:16][CH2:17]1)=[O:9])=[O:5]. Reported procedure: To a solution of 4-[{(N-(2-amino-5-chlorobenzoyl)glycyl)amino}methyl]-1-(tert-butoxycarbonyl)piperidine (1.63 g, 3.84 mmol) in methanol (20 mL) was added 4 N HCl in dioxane (9.5 mL). The solution was stirred at room temperature for 6 h. The reaction mixture was concentrated and 2 N aqueous NaOH solution (20 mL) was added. The mixture was extracted with dichloromethane (20 mL×3), and the combined extracts were dried over sodium sulfate, filtered and concentrated to give 4-[{(N-(2-amino-5-chlorobe... Reactants: O=C[C@H](O)[C@@H](O)[C@H](O)[C@H](O)CO (glucose), OC(=O)CCCC[C@@H]1SC[C@@H]2NC(=O)N[C@H]12 (biotin), S(=O)(=O)([O-])[O-].[NH4+].[NH4+] (ammonium sulfate), N[C@@H]([C@@H](C)CC)C(=O)O (isoleucine), P(=O)([O-])([O-])[O-].[K+].[K+].[K+] (potassium phosphate), S(=O)(=O)([O-])[O-].[Mg+2] (magnesium sulfate), CC1=C(SC=[N+]1CC=2C=NC(=NC2N)C)CCO.Cl.[Cl-] (vitamin B1). Reagents/catalysts: S(=O)(=O)([O-])[O-].[Fe+2] (iron sulfate). Conditions: temperature 121 celsius, time 24 hour. Product: N[C@@H](CC(C)C)C(=O)O (leucine). RXN SMILES: O=[CH:2][C@@H]([C@H]([C@@H]([C@@H](CO)O)O)O)O.P([O-])([O-])([O-])=O.[K+].[K+].[K+].S([O-])([O-])(=O)=O.[Mg+2].S([O-])([O-])(=O)=O.[NH4+].[NH4+].OC(CCCC[C@H]1[C@@H]2[C@@H](NC(N2)=O)CS1)=O.CC1[N+](CC2C=NC(C)=NC=2N)=CSC=1CCO.Cl.[Cl-].[NH2:70][C@H:71]([C:76]([OH:78])=[O:77])[C@H:72]([CH2:74][CH3:75])C>S([O-])([O-])(=O)=O.[Fe+2]>[NH2:70][C@H:71]([C:76]([OH:78])=[O:77])[CH2:72][CH:74]([CH3:75])[CH3:2] |f:1.2.3.4,5.6,7.8.9,11.12.13,15.16|. Procedure: Brevibacterium flavum AJ 3686 (FERM-BP 755) was inoculated on agar plate medium containing 1% yeast extract, 1% peptone, 0.5% sodium chloride and 0.5% glucose followed by culturing at 31° C. for 24 hours. In 30 Sakaguchi flasks, each having a 500 ml volume, were charged 25 ml each of medium (pH 7.0) composed of 3% glucose, 0.1% potassium phosphate, 0.04% magnesium sulfate, 0.001% iron sulfate, 0.001% manganese sulfate, 0.3% urea, 10 μg/l biotin, 200 μg/l vitamin B1 and 0.085% (calculated as tota... The reactants are BrC(C1=CC=CC2=C1N=C(O2)C2=CC=CC=C2)Br (4-Dibromomethyl-2-phenyl-benzoxazole), S(O)(O)(=O)=O (sulphuric acid). Solvent: O (water). Product: C1(=CC=CC=C1)C=1OC=2C(N1)=C(C=CC2)C=O (2-Phenylbenzoxazole-4-carbaldehyde). As a reaction SMILES: Br[CH:2](Br)[C:3]1[C:8]2[N:9]=[C:10]([C:12]3[CH:17]=[CH:16][CH:15]=[CH:14][CH:13]=3)[O:11][C:7]=2[CH:6]=[CH:5][CH:4]=1.S(=O)(=O)(O)[OH:20]>O>[C:12]1([C:10]2[O:11][C:7]3[C:8](=[C:3]([CH:2]=[O:20])[CH:4]=[CH:5][CH:6]=3)[N:9]=2)[CH:17]=[CH:16][CH:15]=[CH:14][CH:13]=1. Reported procedure: 5.5 g (14.9 mmol) of the compound from Example XII were stirred at 100° C. with 30 ml of concentrated sulphuric acid for 1 h, the mixture was poured into water, and the precipitate was filtered off with suction and dried. The reactants are BrC(=CC1=CC(=C(C=C1)OC)OC)Br (2,2-dibromo-1-(3,4-dimethoxyphenyl)ethene), [Li]CCCC (n-BuLi). Yields the product COC=1C=C(C=CC1OC)C#C (3,4-Dimethoxyphenylacetylene). The yield is 84.5%. As a reaction SMILES: Br[C:2](Br)=[CH:3][C:4]1[CH:9]=[CH:8][C:7]([O:10][CH3:11])=[C:6]([O:12][CH3:13])[CH:5]=1.[Li]CCCC>>[CH3:13][O:12][C:6]1[CH:5]=[C:4]([C:3]#[CH:2])[CH:9]=[CH:8][C:7]=1[O:10][CH3:11]. Procedure: According to the General Procedure E, 2,2-dibromo-1-(3,4-dimethoxyphenyl)ethene (4.00 g, 12.40 mmol) and n-BuLi (17.11 ml, 27.28 mmol) are converted to give after workup and chromatography (SiO2, PE/EE=1:1, Rf=0.51) the title compound (1.70 g, 10.48 mmol, 85%) as a colorless solid, m.p. 71-72° C.; Starting materials: O[C@@H]1C[C@H](NC1)C(=O)O (trans-4-hydroxy-L-proline), C1(=CC=C(C=C1)S(=O)(=O)Cl)C (p-toluenesulfonyl chloride). The solvent is [OH-].[Na+] (sodium hydroxide), CCOCC (ether). Run at temperature 5 celsius, time 6 hour. Product: OC1C[C@@H](N(C1)S(=O)(=O)C1=CC=C(C=C1)C)C(=O)O ((R)-4-Hydroxy-1-[(4-methylphenyl)sulfonyl]-L-proline). The yield is 93.1%. RXN SMILES: [OH:1][C@H:2]1[CH2:6][NH:5][C@H:4]([C:7]([OH:9])=[O:8])[CH2:3]1.[C:10]1([CH3:20])[CH:15]=[CH:14][C:13]([S:16](Cl)(=[O:18])=[O:17])=[CH:12][CH:11]=1>[OH-].[Na+].CCOCC>[OH:1][CH:2]1[CH2:6][N:5]([S:16]([C:13]2[CH:14]=[CH:15][C:10]([CH3:20])=[CH:11][CH:12]=2)(=[O:18])=[O:17])[C@@H:4]([C:7]([OH:9])=[O:8])[CH2:3]1 |f:2.3|. Reported procedure: A stirred solution of 52.45 g (0.40 mole) of trans-4-hydroxy-L-proline in 500 ml of sodium hydroxide is treated with 85.79 g (0.45 mole) of p-toluenesulfonyl chloride in 500 ml of ether at room temperature. Stirring is continued for 6 hours, the layers are separated and the aqueous phase is cooled to 5° C. in an ice-bath. The mixture is then acidified while cooling with 30 ml of concentrated hydrochloric acid to pH 2 and the precipitated white solid is collected, washed with 150 ml of cold water... Product: COc1cc2c(Cl)ccnc2cc1OCCCN1CCOCC1. Reaction SMILES: [C:30](=[O:31])([O-:32])[O-:33].[Cl:15][CH2:16][CH2:17][CH2:18][N:19]1[CH2:20][CH2:21][O:22][CH2:23][CH2:24]1.[Cl:1][c:2]1[cH:3][cH:4][n:5][c:6]2[cH:7][c:8]([OH:14])[c:9]([O:12][CH3:13])[cH:10][c:11]12.[K+:34].[K+:35].[O:25]=[CH:26][N:27]([CH3:28])[CH3:29].[OH2:36]>>[Cl:1][c:2]1[cH:3][cH:4][n:5][c:6]2[cH:7][c:8]([O:14][CH2:16][CH2:17][CH2:18][N:19]3[CH2:20][CH2:21][O:22][CH2:23][CH2:24]3)[c:9]([O:12][CH3:13])[cH:10][c:11]12. Reactants: O=C([O-])[O-], ClCCCN1CCOCC1, COc1cc2c(Cl)ccnc2cc1O, [K+], [K+], CN(C)C=O, O. Solvent: CN(C)C=O (DMF). The product is C(C1=CC=CC=C1)OC(=O)COC1=CC=C(C(=O)N2C(=O)C(=C(C3=CC(=CC=C23)N2CCN(CC2)C(C2=CC(=C(C=C2)OC)OC)=O)O)O)C=C1 (1-(4-benzyloxycarbonylmethoxybenzoyl)-6-[4-(3,4-dimethoxybenzoyl)-1-piperazinyl]-3,4-dihydroxycarbostyril). The reactants are OC1=CC=C(C(=O)N2C(=O)CCC3=CC(=CC=C23)N2CCN(CC2)C(C2=CC(=C(C=C2)OC)OC)=O)C=C1 (1-(4-Hydroxybenzoyl)-6-[4-(3,4-dimethoxybenzoyl)-1-piperazinyl]-3,4-dihyrocarbostyril), O (water), C([O-])([O-])=O.[K+].[K+] (potassium carbonate), ClCC(=O)OCC1=CC=CC=C1 (benzyl monochloroacetate). Reaction SMILES: [OH:1][C:2]1[CH:38]=[CH:37][C:5]([C:6]([N:8]2[C:18]3[C:13](=[CH:14][C:15]([N:19]4[CH2:24][CH2:23][N:22]([C:25](=[O:36])[C:26]5[CH:31]=[CH:30][C:29]([O:32][CH3:33])=[C:28]([O:34][CH3:35])[CH:27]=5)[CH2:21][CH2:20]4)=[CH:16][CH:17]=3)[CH2:12]C[C:9]2=[O:10])=[O:7])=[CH:4][CH:3]=1.[C:39](=[O:42])([O-])[O-].[K+].[K+].Cl[CH2:46][C:47]([O:49][CH2:50][C:51]1[CH:56]=[CH:55][CH:54]=[CH:53][CH:52]=1)=[O:48].[OH2:57]>CN(C=O)C>[CH2:50]([O:49][C:47]([CH2:46][O:1][C:2]1[CH:3]=[CH:4][C:5]([C:6]([N:8]2[C:18]3[C:13](=[CH:14][C:15]([N:19]4[CH2:20][CH2:21][N:22]([C:25](=[O:36])[C:26]5[CH:31]=[CH:30][C:29]([O:32][CH3:33])=[C:28]([O:34][CH3:35])[CH:27]=5)[CH2:23][CH2:24]4)=[CH:16][CH:17]=3)[C:12]([OH:57])=[C:39]([OH:42])[C:9]2=[O:10])=[O:7])=[CH:37][CH:38]=1)=[O:48])[C:51]1[CH:56]=[CH:55][CH:54]=[CH:53][CH:52]=1 |f:1.2.3|. Procedure details: 1-(4-Hydroxybenzoyl)-6-[4-(3,4-dimethoxybenzoyl)-1-piperazinyl]-3,4-dihyrocarbostyril (9 g) was suspended in DMF (90 ml). To the suspension were added potassium carbonate (2.82 g) and benzyl monochloroacetate (3.81 g) and the mixture was stirred at room temperature over night. After completion of reaction, the reaciton mixture was poured into water and extracted with dichloromethane. The extract was washed successively with water and saturated saline solution, dried over magnesium sulfate and ev... Reactants: OCC1(CC1)C(=O)OC(C)(C)C (tert-butyl 1-(hydroxymethyl)cyclopropane-1-carboxylate), C(O)([O-])=O.[Na+] (sodium hydrogen carbonate), CC(=O)OI1(C=2C=CC=CC2C(=O)O1)(OC(=O)C)OC(=O)C (Dess-Martin periodinane). Run in C(Cl)Cl (DCM). Reaction conditions: time 1 hour. Product: C(=O)C1(CC1)C(=O)OC(C)(C)C (tert-butyl 1-formylcyclopropane-1-carboxylate). Reaction SMILES: [OH:1][CH2:2][C:3]1([C:6]([O:8][C:9]([CH3:12])([CH3:11])[CH3:10])=[O:7])[CH2:5][CH2:4]1.C(=O)([O-])O.[Na+].CC(OI1(OC(C)=O)(OC(C)=O)OC(=O)C2C=CC=CC1=2)=O>C(Cl)Cl>[CH:2]([C:3]1([C:6]([O:8][C:9]([CH3:12])([CH3:11])[CH3:10])=[O:7])[CH2:4][CH2:5]1)=[O:1] |f:1.2|. Procedure: Step 3 To a stirred suspension of tert-butyl 1-(hydroxymethyl)cyclopropane-1-carboxylate (0.16 g, 0.929 mmol) and sodium hydrogen carbonate (0.312 g, 3.72 mmol) in DCM (5.57 mL) at room temperature was added Dess-Martin periodinane (0.788 g, 1.86 mmol). The mixture was stirred at room temperature for 1 hour before it was quenched by the addition of a 1:1 mixture of saturated NaHCO3 solution and saturated Na2S2O3 solution. After stirring for an additional 1 hour the phases were separated and the ... Starting materials: CC(=O)C(Br)c1ccccc1, CCCCc1nnc(N)n1Cc1ccc(-c2ccccc2C#N)cc1. Yields the product [Br-], CCCCc1n[n+](C(C(C)=O)c2ccccc2)c(N)n1Cc1ccc(-c2ccccc2C#N)cc1. Reaction SMILES: [Br:26][CH:27]([C:28](=[O:29])[CH3:30])[c:31]1[cH:32][cH:33][cH:34][cH:35][cH:36]1.[NH2:1][c:2]1[n:3][n:4][c:5]([CH2:22][CH2:23][CH2:24][CH3:25])[n:6]1[CH2:7][c:8]1[cH:9][cH:10][c:11](-[c:14]2[c:15]([C:20]#[N:21])[cH:16][cH:17][cH:18][cH:19]2)[cH:12][cH:13]1>>[Br-:26].[NH2:1][c:2]1[n+:3]([CH:27]([C:28](=[O:29])[CH3:30])[c:31]2[cH:32][cH:33][cH:34][cH:35][cH:36]2)[n:4][c:5]([CH2:22][CH2:23][CH2:24][CH3:25])[n:6]1[CH2:7][c:8]1[cH:9][cH:10][c:11](-[c:14]2[c:15]([C:20]#[N:21])[cH:16][cH:17][cH:18][cH:19]2)[cH:12][cH:13]1.